From a dataset of the Open Reaction Database (ORD), a public repository of structured organic reaction records. describe an organic reaction: reactants, conditions, products, and yield The reactants are C1=C(C=CC2=CC=CC=C12)S(=O)(=O)NC=1C=C(C(=O)OC)C=CC1 (methyl 3-((2-naphthalenyl)sulfonyl)aminobenzoate). Run in [OH-].[Na+] (NaOH). Reaction conditions: temperature 50 celsius, time 20 minute. Yields the product C1=C(C=CC2=CC=CC=C12)S(=O)(=O)NC=1C=C(C(=O)O)C=CC1 (3-((2-Naphthalenyl)sulfonyl)aminobenzoic acid). Isolated yield 96.4%. As a reaction SMILES: [CH:1]1[C:10]2[C:5](=[CH:6][CH:7]=[CH:8][CH:9]=2)[CH:4]=[CH:3][C:2]=1[S:11]([NH:14][C:15]1[CH:16]=[C:17]([CH:22]=[CH:23][CH:24]=1)[C:18]([O:20]C)=[O:19])(=[O:13])=[O:12]>[OH-].[Na+]>[CH:1]1[C:10]2[C:5](=[CH:6][CH:7]=[CH:8][CH:9]=2)[CH:4]=[CH:3][C:2]=1[S:11]([NH:14][C:15]1[CH:16]=[C:17]([CH:22]=[CH:23][CH:24]=1)[C:18]([OH:20])=[O:19])(=[O:13])=[O:12] |f:1.2|. Procedure details: A solution of 10.8 g (31.7 mmol) of methyl 3-((2-naphthalenyl)sulfonyl)aminobenzoate (12) as prepared in Example 2 in 100 mL of 1N NaOH was stirred at 50° C. for 20 min. The reaction mixture was quenched with excess 2N HCl, diluted with tetrahydrofuran to dissolve the suspension. Ether was added to induce phase separation. The organic extract was dried (MgSO4) and the solvent removed in vacuo. Trituration from ether/tetrahydrofuran/hexane gave 10.0 g of the title compound: 1H-NMR (200 MHz, DMSO-...